From a dataset of the Open Reaction Database (ORD), a public repository of structured organic reaction records. describe an organic reaction: reactants, conditions, products, and yield Reactants: O=C([O-])[O-], CN(C)C=O, CCOC(C)=O, O=C(Cc1cccc(C(F)(F)F)c1)Nc1cc(O)ccc1F, COC(=O)c1cc([N+](=O)[O-])ccc1F, [K+], [K+]. Product: COC(=O)c1cc([N+](=O)[O-])ccc1Oc1ccc(F)c(NC(=O)Cc2cccc(C(F)(F)F)c2)c1. RXN SMILES: [C:37](=[O:38])([O-:39])[O-:40].[CH3:43][N:44]([CH3:45])[CH:46]=[O:47].[CH3:48][CH2:49][O:50][C:51](=[O:52])[CH3:53].[F:15][c:16]1[c:17]([NH:23][C:24]([CH2:25][c:26]2[cH:27][c:28]([C:32]([F:33])([F:34])[F:35])[cH:29][cH:30][cH:31]2)=[O:36])[cH:18][c:19]([OH:22])[cH:20][cH:21]1.[F:1][c:2]1[c:3]([C:4](=[O:5])[O:6][CH3:7])[cH:8][c:9]([N+:12](=[O:13])[O-:14])[cH:10][cH:11]1.[K+:41].[K+:42]>>[c:2]1([O:22][c:19]2[cH:18][c:17]([NH:23][C:24]([CH2:25][c:26]3[cH:27][c:28]([C:32]([F:33])([F:34])[F:35])[cH:29][cH:30][cH:31]3)=[O:36])[c:16]([F:15])[cH:21][cH:20]2)[c:3]([C:4](=[O:5])[O:6][CH3:7])[cH:8][c:9]([N+:12](=[O:13])[O-:14])[cH:10][cH:11]1. Reactants: C(C)OC(C=1N=NN(C1)C[Si](C)(C)C)OCC (4-(diethoxymethyl)-1-[(trimethylsilyl)methyl]-1H-1,2,3-triazole), Cl (HCl), CCOCC (Et2O). Run in C1CCOC1 (THF), O (water). Reaction conditions: time 15 minute. The product is C[Si](C)(C)CN1N=NC(=C1)C=O (1-[(Trimethylsilyl)methyl]-1H-1,2,3-triazole-4-carbaldehyde). The yield is 91.1%. Reaction SMILES: C([O:3][CH:4](OCC)[C:5]1[N:6]=[N:7][N:8]([CH2:10][Si:11]([CH3:14])([CH3:13])[CH3:12])[CH:9]=1)C.Cl.CCOCC>C1COCC1.O>[CH3:14][Si:11]([CH2:10][N:8]1[CH:9]=[C:5]([CH:4]=[O:3])[N:6]=[N:7]1)([CH3:12])[CH3:13]. Procedure details: To a solution of 4-(diethoxymethyl)-1-[(trimethylsilyl)methyl]-1H-1,2,3-triazole (1.620 mg, 6.290 mmol) in 10.0 ml of THF was added 2.0N HCl in Et2O (9.44 ml, 18.88 mmol), and the mixture was stirred at RT for 15 min. The reaction mixture was diluted with water and extracted with EtOAc. The combined organic layers were washed with brine, dried over anhydrous Na2SO4 and filtered. The filtrate was concentrated in vacuum to give the crude title compound as a light yellow liquid (1.050 g, 91% crude)... Reactants: IC (iodomethane), C(CCC)NC(CC=1C=C2C=CNC2=CC1)=O (N-butylindole-5-acetamide), [H-].[Na+] (sodium hydride). Reaction SMILES: [CH2:1]([NH:5][C:6](=[O:17])[CH2:7][C:8]1[CH:9]=[C:10]2[C:14](=[CH:15][CH:16]=1)[NH:13][CH:12]=[CH:11]2)[CH2:2][CH2:3][CH3:4].[H-].[Na+].I[CH3:21]>CN(C)C=O>[CH2:1]([NH:5][C:6](=[O:17])[CH2:7][C:8]1[CH:9]=[C:10]2[C:14](=[CH:15][CH:16]=1)[N:13]([CH3:21])[CH:12]=[CH:11]2)[CH2:2][CH2:3][CH3:4] |f:1.2|. Product: C(CCC)NC(CC=1C=C2C=CN(C2=CC1)C)=O (N-butyl-1-methyl-indole-5-acetamide). Isolated yield 43.0%. Procedure details: A solution of N-butylindole-5-acetamide (1.0 g) in dimethylformamide (15 ml) was added to a slurry of sodium hydride (0.11 g) in dimethylformamide (7 ml) at 0° under a nitrogen atmosphere, stirred for 1 hr at 0° and treated with iodomethane (0.3 ml). The reaction was quenched with saturated ammonium chloride solution and diluted with water. The precipitate that formed was collected by filtration, washed with water, and dried under vaccum to give N-butyl-1-methyl-indole-5-acetamide (0.46 g, 43%) ... Conditions: time 1 hour. The solvent is CN(C=O)C (dimethylformamide), CN(C=O)C (dimethylformamide). The reactants are C(C)(C)(C)C1=CC(=C(C=C1Cl)C=1N([C@@H]([C@@H](N1)C1=CC=C(C=C1)Cl)C1=CC=C(C=C1)Cl)C(=O)Cl)OCC ((4S,5R)-2-(4-tert-butyl-5-chloro-2-ethoxy-phenyl)-4,5-bis-(4-chloro-phenyl)-4,5-dihydro-imidazole-1-carbonyl chloride), C(C)(C)N(C(CN1CCNCC1)=O)C (N-isopropyl-N-methyl-2-piperazin-1-yl-acetamide). Yields the product Cl.C(C)(C)(C)C1=CC(=C(C=C1Cl)C=1N([C@@H]([C@@H](N1)C1=CC=C(C=C1)Cl)C1=CC=C(C=C1)Cl)C(=O)N1CCN(CC1)CC(=O)N(C)C(C)C)OCC (2-{4-[(4S,5R)-2-(4-tert-Butyl-5-chloro-2-ethoxy-phenyl)-4,5-bis-(4-chloro-phenyl)-4,5-dihydro-imidazole-1-carbonyl]-piperazin-1-yl}-N-isopropyl-N-methyl-acetamide hydrochloride). As a reaction SMILES: [C:1]([C:5]1[C:10]([Cl:11])=[CH:9][C:8]([C:12]2[N:13]([C:31](Cl)=[O:32])[C@H:14]([C:24]3[CH:29]=[CH:28][C:27]([Cl:30])=[CH:26][CH:25]=3)[C@H:15]([C:17]3[CH:22]=[CH:21][C:20]([Cl:23])=[CH:19][CH:18]=3)[N:16]=2)=[C:7]([O:34][CH2:35][CH3:36])[CH:6]=1)([CH3:4])([CH3:3])[CH3:2].[CH:37]([N:40]([CH3:50])[C:41](=[O:49])[CH2:42][N:43]1[CH2:48][CH2:47][NH:46][CH2:45][CH2:44]1)([CH3:39])[CH3:38]>>[ClH:11].[C:1]([C:5]1[C:10]([Cl:11])=[CH:9][C:8]([C:12]2[N:13]([C:31]([N:46]3[CH2:45][CH2:44][N:43]([CH2:42][C:41]([N:40]([CH:37]([CH3:39])[CH3:38])[CH3:50])=[O:49])[CH2:48][CH2:47]3)=[O:32])[C@H:14]([C:24]3[CH:29]=[CH:28][C:27]([Cl:30])=[CH:26][CH:25]=3)[C@H:15]([C:17]3[CH:18]=[CH:19][C:20]([Cl:23])=[CH:21][CH:22]=3)[N:16]=2)=[C:7]([O:34][CH2:35][CH3:36])[CH:6]=1)([CH3:3])([CH3:2])[CH3:4] |f:2.3|. Procedure: 2-{4-[(4S,5R)-2-(4-tert-Butyl-5-chloro-2-ethoxy-phenyl)-4,5-bis-(4-chloro-phenyl)-4,5-dihydro-imidazole-1-carbonyl]-piperazin-1-yl}-N-isopropyl-N-methyl-acetamide hydrochloride was prepared from (4S,5R)-2-(4-tert-butyl-5-chloro-2-ethoxy-phenyl)-4,5-bis-(4-chloro-phenyl)-4,5-dihydro-imidazole-1-carbonyl chloride (example 12h) and N-isopropyl-N-methyl-2-piperazin-1-yl-acetamide (example 16c) in an analogous manner as described in example 25. LR-MS: 728.4 [(M+H)+]